From a dataset of the Open Reaction Database (ORD), a public repository of structured organic reaction records. describe an organic reaction: reactants, conditions, products, and yield Reactants: C(C)(C)(C)C=1C=C(C=CC1O)CC(C)N (2-(3-tert-butyl-4-hydroxyphenyl)-1-methylethylamine), C(=O)(OCC1=CC=CC=C1)N([C@@H](C(C)C)C(=O)O)C (Z-N-Me-Val-OH), C=1C=CC2=C(C1)N=NN2O (HOBT), CC(N=C=NC(C)C)C (DIC). Run in CN(C)C=O (DMF), C(C)(=O)OCC (ethyl acetate). Reaction conditions: time 2 hour. Yields the product C(C1=CC=CC=C1)OC(=O)N(C)C(C(=O)NC(CC1=CC(=C(C=C1)O)C(C)(C)C)C)C(C)C (2-[N-(benzyloxycarbonyl)-N-methylamino]-N-[2-(3-tert-butyl-4-hydroxyphenyl)-1-methylethyl]-3-methylbutanamide). As a reaction SMILES: [C:1]([C:5]1[CH:6]=[C:7]([CH2:12][CH:13]([NH2:15])[CH3:14])[CH:8]=[CH:9][C:10]=1[OH:11])([CH3:4])([CH3:3])[CH3:2].[C:16]([N:26]([CH3:34])[C@H:27]([C:31](O)=[O:32])[CH:28]([CH3:30])[CH3:29])([O:18][CH2:19][C:20]1[CH:25]=[CH:24][CH:23]=[CH:22][CH:21]=1)=[O:17].C1C=CC2N(O)N=NC=2C=1.CC(C)N=C=NC(C)C>CN(C=O)C.C(OCC)(=O)C>[CH2:19]([O:18][C:16]([N:26]([CH:27]([CH:28]([CH3:30])[CH3:29])[C:31]([NH:15][CH:13]([CH3:14])[CH2:12][C:7]1[CH:8]=[CH:9][C:10]([OH:11])=[C:5]([C:1]([CH3:4])([CH3:2])[CH3:3])[CH:6]=1)=[O:32])[CH3:34])=[O:17])[C:20]1[CH:25]=[CH:24][CH:23]=[CH:22][CH:21]=1. Reported procedure: To a solution of 0.31 g (1.50 mmol) of 2-(3-tert-butyl-4-hydroxyphenyl)-1-methylethylamine, 0.40 g (1.50 mmol) of Z-N-Me-Val-OH and 0.30 g (2.25 mmol) of HOBT in DMF (5 ml), 0.35 ml (2.25 mmol) of DIC was added under cooling with ice. After being stirred at room temperature for 2 hours, the reaction mixture was diluted with ethyl acetate and washed successively with saturated aqueous NaHCO3, water and saturated brine. The organic layer was dried with anhydrous magnesium sulfate and concentrated ...